Task: describe an organic reaction: reactants, conditions, products, and yield. Dataset: the Open Reaction Database (ORD), a public repository of structured organic reaction records Reactants: FS(C=1C=C(C=CC1)NS(=O)(=O)C)(F)(F)(F)F (N-(3-pentafluorosulfanylphenyl)methanesulfonamide), FC1=CC(=C(C(=O)OC)C=C1S(=O)(=O)C)C (methyl 4-fluoro-5-methanesulfonyl-2-methylbenzoate). Run in CN1CCCC1=O (NMP), CC(OCC)=O (EA). Run at temperature 150 celsius, time 7 hour. Yields the product CS(=O)(=O)C=1C(=CC(=C(C(=O)OC)C1)C)NC1=CC(=CC=C1)S(F)(F)(F)(F)F (Methyl 5-methanesulfonyl-2-methyl-4-(3-pentafluorosulfanylphenyl-amino)benzoate). Isolated yield 25.6%. Reaction SMILES: [F:1][S:2]([F:17])([F:16])([F:15])([F:14])[C:3]1[CH:4]=[C:5]([NH:9]S(C)(=O)=O)[CH:6]=[CH:7][CH:8]=1.F[C:19]1[C:28]([S:29]([CH3:32])(=[O:31])=[O:30])=[CH:27][C:22]([C:23]([O:25][CH3:26])=[O:24])=[C:21]([CH3:33])[CH:20]=1>CN1C(=O)CCC1.CC(=O)OCC>[CH3:32][S:29]([C:28]1[C:19]([NH:9][C:5]2[CH:6]=[CH:7][CH:8]=[C:3]([S:2]([F:1])([F:14])([F:15])([F:16])[F:17])[CH:4]=2)=[CH:20][C:21]([CH3:33])=[C:22]([CH:27]=1)[C:23]([O:25][CH3:26])=[O:24])(=[O:30])=[O:31]. Procedure: 1.0 g of N-(3-pentafluorosulfanylphenyl)methanesulfonamide, 0.8 g of methyl 4-fluoro-5-methanesulfonyl-2-methylbenzoate and 1.4 ml of TBTMG were dissolved in 10 ml of NMP (anhydrous) and stirred at 150° C. for 7 h. The mixture was then diluted with 100 ml of EA and washed firstly 3 times with 30 ml of a saturated aqueous Na2CO3 solution each time and then 3 times with 30 ml of a saturated aqueous NaHSO4 solution each time. The residue after drying over MgSO4 and removal of the solvent in vacuo w...